From a dataset of the Open Reaction Database (ORD), a public repository of structured organic reaction records. describe an organic reaction: reactants, conditions, products, and yield Starting materials: C(C)C1CCC(CC1)CC=O (2-(4-ethylcyclohexyl)acetaldehyde), C(C)C1=CC=C(C=C1)C#C (4-Ethylphenylacetylene), Cl (hydrochloric acid), raw solution. Solvent: C1CCOC1 (THF), C1CCOC1 (THF). The product is C(C)C1=CC=C(C=C1)C#CC(CC1CCC(CC1)CC)O (1-(4-ethylphenyl)-4-(4-ethylcyclohexyl)-1-butyn-3-ol). Yield: 83.2%. Reaction SMILES: [CH2:1]([C:3]1[CH:8]=[CH:7][C:6]([C:9]#[CH:10])=[CH:5][CH:4]=1)[CH3:2].[CH2:11]([CH:13]1[CH2:18][CH2:17][CH:16]([CH2:19][CH:20]=[O:21])[CH2:15][CH2:14]1)[CH3:12].Cl>C1COCC1>[CH2:9]([C:6]1[CH:7]=[CH:8][C:3]([C:1]#[C:2][CH:20]([OH:21])[CH2:19][CH:16]2[CH2:17][CH2:18][CH:13]([CH2:11][CH3:12])[CH2:14][CH2:15]2)=[CH:4][CH:5]=1)[CH3:10]. Procedure: 4-Ethylphenylacetylene (1.3 g) was dissolved in THF (20 ml), followed by dropwise adding an n-butyllithium-hexane solution (1.61M, 0.62 ml) under ice cooling with stirring, further stirring the reaction solution under ice cooling for 30 minutes, dropwise adding a solution of 2-(4-ethylcyclohexyl)acetaldehyde (1.5 g) in THF (10 ml) , raising the temperature of the reaction solution up to room temperature after completion of the addition, stirring it for 5 hours, adding dilute hydrochloric acid (5... Reactants: C[N+]1(CCOCC1)[O-] (N-methyl morpholine oxide), solution, O (water), ClC=1C=C(C=CC1S(=O)(=O)C)[C@H](C(=O)NC1=NC=C(N=C1)C=C)CC1CCCC1 (2(R)-(3-chloro-4-methanesulfonyl-phenyl)-3-cyclopentyl-N-(5-vinyl-pyrazin-2-yl)-propionamide), CC(=O)C (acetone). Yields the product ClC=1C=C(C=CC1S(=O)(=O)C)[C@H](C(=O)NC1=NC=C(N=C1)C(CO)O)CC1CCCC1 (2(R)-(3-chloro-4-methanesulfonyl-phenyl)-3-cyclopentyl-N-[5-(1,2-dihydroxy-ethyl)-pyrazin-2-yl]-propionamide). Conditions: temperature 25 celsius, time 8 hour. RXN SMILES: C[N+]1([O-])CC[O:5]CC1.O.[Cl:10][C:11]1[CH:12]=[C:13]([C@@H:21]([CH2:33][CH:34]2[CH2:38][CH2:37][CH2:36][CH2:35]2)[C:22]([NH:24][C:25]2[CH:30]=[N:29]C(C=C)=[CH:27][N:26]=2)=[O:23])[CH:14]=[CH:15][C:16]=1[S:17]([CH3:20])(=[O:19])=[O:18].[CH3:39][C:40]([CH3:42])=[O:41]>O1CCCC1.[Os](=O)(=O)(=O)=O.C1(C)C=CC=CC=1>[Cl:10][C:11]1[CH:12]=[C:13]([C@@H:21]([CH2:33][CH:34]2[CH2:38][CH2:37][CH2:36][CH2:35]2)[C:22]([NH:24][C:25]2[CH:30]=[N:29][C:39]([CH:40]([OH:41])[CH2:42][OH:5])=[CH:27][N:26]=2)=[O:23])[CH:14]=[CH:15][C:16]=1[S:17]([CH3:20])(=[O:19])=[O:18]. The reagents and catalysts are [Os](=O)(=O)(=O)=O (osmium tetroxide), C1(=CC=CC=C1)C (toluene), O1CCCC1 (tetrahydrofuran). Procedure: A solution of N-methyl morpholine oxide (27 mg, 0.23 mmol) and a 0.2M solution of osmium tetroxide in toluene (5 μL, 0.001 mmol) in acetone (0.5 mL) and water (0.5 mL) was treated with 2(R)-(3-chloro-4-methanesulfonyl-phenyl)-3-cyclopentyl-N-(5-vinyl-pyrazin-2-yl)-propionamide (prepared as in Example 54, 50 mg, 0.115 mmol). Two drops of tetrahydrofuran were added to fully dissolve the substrate, and the resulting mixture was stirred at 25° C. overnight. The reaction mixture was concentrated in v... Starting materials: O=C(CBr)c1ccc(Cl)cc1, c1ccc(CCC2CCCNC2)cc1, CC#N, [F-], [K+]. Yields the product O=C(CN1CCCC(CCc2ccccc2)C1)c1ccc(Cl)cc1. Reaction SMILES: [Br:15][CH2:16][C:17](=[O:18])[c:19]1[cH:20][cH:21][c:22]([Cl:25])[cH:23][cH:24]1.[CH2:1]([CH2:2][c:3]1[cH:4][cH:5][cH:6][cH:7][cH:8]1)[CH:9]1[CH2:10][NH:11][CH2:12][CH2:13][CH2:14]1.[CH3:28][C:29]#[N:30].[F-:26].[K+:27]>>[CH2:1]([CH2:2][c:3]1[cH:4][cH:5][cH:6][cH:7][cH:8]1)[CH:9]1[CH2:10][N:11]([CH2:16][C:17](=[O:18])[c:19]2[cH:20][cH:21][c:22]([Cl:25])[cH:23][cH:24]2)[CH2:12][CH2:13][CH2:14]1. The reactants are C(=O)(OC(C)(C)C)N[C@@H](CC1=CC=C(C=C1)[N+](=O)[O-])C(=O)O (Boc-4-nitro-L-phenylalanine), O.ON1N=NC2=C1C=CC=C2 (1-hydroxybenzo-triazole hydrate), Cl.CN(CCCCCN=C=N)C (1-(3-dimethylaminopropyl)-2-ethylcarbodiimide hydrochloride), CN(C=O)C (dimethylformamide), [Cl-].[Na+].O.O (brine water), C(=O)(C(F)(F)F)O (TFA), compound, CN(C=O)C (dimethylformamide), CN1CCOCC1 (4-methylmorpholine). Run at time 0.5 hour. The product is CC(C)(OC(=O)N[C@@H](CC1=CC=C(C=C1)[N+](=O)[O-])C(=O)N[C@H]([C@@H](O)C)C(=O)NC(CC1=CC=CC=C1)C)C ((R)-N2 -[N-[(1,1-Dimethylethoxy)carbonyl]-4-nitro-L-phenylalanyl]-N-(1-methyl-2-phenylethyl)-L-allothreoninamide). As a reaction SMILES: [C:1]([NH:8][C@H:9](C(O)=O)[CH2:10][C:11]1[CH:16]=[CH:15][C:14]([N+:17]([O-:19])=[O:18])=[CH:13][CH:12]=1)([O:3][C:4]([CH3:7])([CH3:6])[CH3:5])=[O:2].[OH2:23].ON1[C:29]2C=CC=C[C:28]=2N=N1.Cl.CN(C)[CH2:37][CH2:38][CH2:39][CH2:40][CH2:41]N=C=N.[C:46](O)([C:48](F)(F)F)=[O:47].C[N:54]1[CH2:59]CO[CH2:56][CH2:55]1.[Cl-].[Na+].O.O.C[N:65]([CH3:68])[CH:66]=[O:67]>>[CH3:7][C:4]([CH3:5])([O:3][C:1]([NH:8][C@H:9]([C:66]([NH:65][C@@H:68]([C:59]([NH:54][CH:55]([CH3:56])[CH2:37][C:38]1[CH:29]=[CH:28][CH:41]=[CH:40][CH:39]=1)=[O:23])[C@H:46]([CH3:48])[OH:47])=[O:67])[CH2:10][C:11]1[CH:12]=[CH:13][C:14]([N+:17]([O-:19])=[O:18])=[CH:15][CH:16]=1)=[O:2])[CH3:6] |f:1.2,3.4,7.8.9.10|. Procedure details: To a solution of Part A compound (0.418 g, 1.29 mmol, 1.00 eq.) in dichloromethane (2.2 mL) under argon at 0° C. was added trifluoroacetic acid (1.5 mL, 19.5 mmol, 15.1 eq.). After 4.0 hr, trifluoroacetic acid (5 mL, 64.8 mmol, 5.44 eq.) was added. After 5 hr, the reaction mixture was concentrated in vacuo to give the crude TFA salt of Part A compound. To a solution of Boc-4-nitro-L-phenylalanine (0.441 g, 1.42 mmol, 1.10 eq.) and 1-hydroxybenzo-triazole hydrate (0.193 g, 1.43 mmol, 1.10 eq.) in... The yield is 98.0%. Reactants: ON (hydroxyl-amine), CC12COC=3C=CC=C(C3C1C2)OC2=NC=C(C=C2)[N+](=O)[O-] (2-[(1a-methyl-1,1a,2,7b-tetrahydrocyclopropa[c]chromen-7-yl)oxy]-5-nitropyridine), CC12COC=3C=CC=C(C3C1C2)OC2=NC=C(C=C2)[N+](=O)[O-] (2-[(1a-methyl-1,1a,2,7b-tetrahydrocyclopropa[c]chromen-7-yl)oxy]-5-nitropyridine), O (water), [Cl-].[NH4+] (ammonium chloride), [Cl-].[NH4+] (ammonium chloride). The reagents and catalysts are [Fe] (iron), [Fe] (iron). Run in O1CCCC1 (tetrahydrofuran). Conditions: time 8 hour. The product is CC12COC=3C=CC=C(C3C1C2)OC2=CC=C(C=N2)N (6-[(1a-methyl-1,1a,2,7b-tetrahydrocyclopropa[c]chromen-7-yl)oxy]-3-pyridinamine). Yield: 66.7%. Reaction SMILES: [CH3:1][C:2]12[CH2:12][CH:11]1[C:10]1[C:9]([O:13][C:14]3[CH:19]=[CH:18][C:17]([N+:20]([O-])=O)=[CH:16][N:15]=3)=[CH:8][CH:7]=[CH:6][C:5]=1[O:4][CH2:3]2.O.[Cl-].[NH4+].ON>O1CCCC1.[Fe]>[CH3:1][C:2]12[CH2:12][CH:11]1[C:10]1[C:9]([O:13][C:14]3[N:15]=[CH:16][C:17]([NH2:20])=[CH:18][CH:19]=3)=[CH:8][CH:7]=[CH:6][C:5]=1[O:4][CH2:3]2 |f:2.3|. Procedure: To a solution of 2-[(1a-methyl-1,1a,2,7b-tetrahydrocyclopropa[c]chromen-7-yl)oxy]-5-nitropyridine (Intermediate 126, 250 mg) in tetrahydrofuran (6 ml)/water (3 ml) were added iron (234 mg, 4.19 mmol) and ammonium chloride (224 mg, 4.19 mmol). The reaction mixture was stirred at room temperature overnight at which time UPLC showed partial formation of the target compound with some hydroxyl-amine intermediate, therefore additional 3 equivalents of ammonium chloride and iron were added and the reac...